Dataset: the Open Reaction Database (ORD), a public repository of structured organic reaction records. Task: describe an organic reaction: reactants, conditions, products, and yield Starting materials: CN(C1=CC=C(C(=O)C2=C(C(=O)O)C=CC=C2)C=C1)C (2-[4-(dimethylamino)benzoyl]benzoic acid), C(C)(=O)NC1=CC=C(NC2=CC=CC=C2)C=C1 (4-acetamido-N-phenylaniline). The product is CN(C1=CC=C(C=C1)C1(OC(=O)C2=CC=CC=C12)N(C1=CC=C(C=C1)NC(C)=O)C1=CC=CC=C1)C (3-[4-(dimethylamino)phenyl]-3-[N-(4-acetamidophenyl)phenylamino]phthalide). Isolated yield 83.2%. As a reaction SMILES: [CH3:1][N:2]([CH3:20])[C:3]1[CH:19]=[CH:18][C:6]([C:7]([C:9]2[CH:17]=[CH:16][CH:15]=[CH:14][C:10]=2[C:11]([OH:13])=[O:12])=O)=[CH:5][CH:4]=1.[C:21]([NH:24][C:25]1[CH:37]=[CH:36][C:28]([NH:29][C:30]2[CH:35]=[CH:34][CH:33]=[CH:32][CH:31]=2)=[CH:27][CH:26]=1)(=[O:23])[CH3:22]>>[CH3:20][N:2]([CH3:1])[C:3]1[CH:4]=[CH:5][C:6]([C:7]2([N:29]([C:30]3[CH:31]=[CH:32][CH:33]=[CH:34][CH:35]=3)[C:28]3[CH:27]=[CH:26][C:25]([NH:24][C:21](=[O:23])[CH3:22])=[CH:37][CH:36]=3)[C:9]3[C:10](=[CH:14][CH:15]=[CH:16][CH:17]=3)[C:11](=[O:12])[O:13]2)=[CH:18][CH:19]=1. Procedure details: Following a procedure similar to that described in Example 1 but employing 4.0 g of 2-[4-(dimethylamino)benzoyl]benzoic acid and 3.4 g of 4-acetamido-N-phenylaniline there was obtained 5.9 g of 3-[4-(dimethylamino)phenyl]-3-[N-(4-acetamidophenyl)phenylamino]phthalide, m.p. 182°-184.5° C. An acetone solution of the product contacted with acidic clay or phenolic resin developed an orange-colored image. Reactants: N1C(=O)NC(=O)CC1=O (barbituric acid), C(C=1C(O)=CC=CC1)(=O)O (salicylic acid), [Se](=O)=O (selenium dioxide), anhydrous solution, C(C)(C)(C)OO (tert-butyl hydroperoxide). Solvent: ClCCl (dichloromethane), C1=CC=CC=C1 (benzene). Conditions: time 12 hour. The product is OCC(=CCC1(C(NC(NC1=O)=O)=O)CC=C)C (5-[4-Hydroxy-3-methyl-2-butenyl]-5-allylbarbituric Acid). RXN SMILES: [NH:1]1[C:8](=[O:9])[CH2:7][C:5](=[O:6])[NH:4][C:2]1=[O:3].[C:10](O)(=O)[C:11]1[C:12](=CC=[CH:16][CH:17]=1)[OH:13].[Se](=O)=O.[C:23](OO)(C)([CH3:25])[CH3:24]>ClCCl.C1C=CC=CC=1>[OH:13][CH2:12][C:11]([CH3:10])=[CH:17][CH2:16][C:7]1([CH2:25][CH:23]=[CH2:24])[C:5](=[O:6])[NH:4][C:2](=[O:3])[NH:1][C:8]1=[O:9]. Procedure details: To a solution of the barbituric acid derivative prepared in the preceding experiment (100 mg, 0.42 mmol) in 1.0 mL dichloromethane was added 6 mg (42 umol) salicylic acid and 9 mg (84 umol) selenium dioxide. The suspension was placed in a water bath, and 0.29 mL (3.8M, 1.09 mmol) of a anhydrous solution of tert-butyl hydroperoxide in benzene was added. The suspension was then vigorously stirred for 12 hours at ambient temperature. The reaction mixture was concentrated, and chromatographed direct... Reactants: ClC=1C=C(C=2NC(C3=C(N(C2N1)C1CC1)N=CC=C3)=O)C (2-chloro-11-cyclopropyl-5,11-dihydro-4-methyl-6H-dipyrido[3,2-b:2',3'-e][1,4]diazepin-6-one), C(C)(=O)OC(C)=O (acetic anhydride). Reagents/catalysts: CN(C1=CC=NC=C1)C (4-dimethylaminopyridine). Run at temperature 130 celsius. The product is C(C)(=O)N1C2=C(N(C3=C(C1=O)C=CC=N3)C3CC3)N=C(C=C2C)Cl (5-Acetyl-2-chloro-11-cyclopropyl-5,11-dihydro-4-methyl-6H-dipyrido[3,2-b:2',3'-e][1,4]diazepin-6-one). RXN SMILES: [Cl:1][C:2]1[CH:3]=[C:4]([CH3:21])[C:5]2[NH:6][C:7](=[O:20])[C:8]3[CH:19]=[CH:18][CH:17]=[N:16][C:9]=3[N:10]([CH:13]3[CH2:15][CH2:14]3)[C:11]=2[N:12]=1.[C:22](OC(=O)C)(=[O:24])[CH3:23]>CN(C)C1C=CN=CC=1>[C:22]([N:6]1[C:7](=[O:20])[C:8]2[CH:19]=[CH:18][CH:17]=[N:16][C:9]=2[N:10]([CH:13]2[CH2:15][CH2:14]2)[C:11]2[N:12]=[C:2]([Cl:1])[CH:3]=[C:4]([CH3:21])[C:5]1=2)(=[O:24])[CH3:23]. Reported procedure: A mixture of 2-chloro-11-cyclopropyl-5,11-dihydro-4-methyl-6H-dipyrido[3,2-b:2',3'-e][1,4]diazepin-6-one and acetic anhydride with 4-dimethylaminopyridine was heated at 130° C. until a clear solution was obtained. The solvent was evaporated and the residue was chromatographed over silica gel with ethyl acetate/hexane to give 0.85 g of the title compound, which crystallized from isopropyl ether/ethyl acetate, m.p. 204°-206° C.